Dataset: the Open Reaction Database (ORD), a public repository of structured organic reaction records. Task: describe an organic reaction: reactants, conditions, products, and yield Starting materials: ( 11 ), ( 9 ), ( 100 ), Cl.OC(CNC(CC1=CC=C(C=C1)OC)(C)C)COC1=C(C=CC=C1)C (N-[2-Hydroxy-3-(2-methylphenoxy)propyl]-1,1-dimethyl-2-(4-methoxyphenyl)ethylamine Hydrochloride), OC(CNC(CC1=CC=C(C=C1)OC)(C)C)COCC=C (N-(2-Hydroxy-3-allyloxypropyl)-1,1-dimethyl-2-(4-methoxyphenyl)ethylamine), ( 9 ), Cl.O[C@@H](CNC(CC1=CC=C(C=C1)OC)(C)C)COCCC(CCC)CC ((S)—N-[2-Hydroxy-3-(2-ethyl)hexanoxypropyl]-1,1-dimethyl-2-(4-methoxyphenyl)ethylamine Hydrochloride), ( 5 ). The product is Cl.OC(CNC(CC1=CC=C(C=C1)OC)(C)C)COC1=C(C=CC(=C1)Cl)Cl (N-[2-hydroxy-3-(2,5-dichlorophenoxy)propyl]-1,1-dimethyl-2-(4-methoxyphenyl)ethylamine Hydrochloride). RXN SMILES: [ClH:1].[OH:2][C@H:3]([CH2:18][O:19][CH2:20][CH2:21][CH:22](CC)[CH2:23][CH2:24][CH3:25])[CH2:4][NH:5][C:6]([CH3:17])([CH3:16])[CH2:7][C:8]1[CH:13]=[CH:12][C:11]([O:14][CH3:15])=[CH:10][CH:9]=1.OC(COCC=C)CNC(C)(C)CC1C=CC(OC)=CC=1.[ClH:49].OC(COC1C=CC=CC=1C)CNC(C)(C)CC1C=CC(OC)=CC=1>>[ClH:1].[OH:2][CH:3]([CH2:18][O:19][C:20]1[CH:21]=[C:22]([Cl:1])[CH:23]=[CH:24][C:25]=1[Cl:49])[CH2:4][NH:5][C:6]([CH3:16])([CH3:17])[CH2:7][C:8]1[CH:9]=[CH:10][C:11]([O:14][CH3:15])=[CH:12][CH:13]=1 |f:0.1,3.4,5.6|. Procedure: GC/EI-MS, m/z (rel. int.) 382 (M−15, 0.1), 280 (11), 279 (9), 278 (64), 276 (100), 163 (9), 161 (5), 121 (29), 113 (8). Reactants: [Li]CCCC (nBuLi), BrC(=CC1=CC(=C(C=C1)OCCCCCCCCCCCC)OCCCCCCCCCCCC)Br (4-(2,2-Dibromo-vinyl)-1,2-bis-dodecyloxy-benzene), [Li]CCCC (nBuLi). Run in C1CCOC1 (THF). Conditions: temperature -78 celsius, time 1 hour. Product: C(CCCCCCCCCCC)OC1=C(C=C(C=C1)C#C)OCCCCCCCCCCCC (1,2-Bis-dodecyloxy-4-ethynyl-benzene). Yield: 65.1%. Reaction SMILES: Br[C:2](Br)=[CH:3][C:4]1[CH:9]=[CH:8][C:7]([O:10][CH2:11][CH2:12][CH2:13][CH2:14][CH2:15][CH2:16][CH2:17][CH2:18][CH2:19][CH2:20][CH2:21][CH3:22])=[C:6]([O:23][CH2:24][CH2:25][CH2:26][CH2:27][CH2:28][CH2:29][CH2:30][CH2:31][CH2:32][CH2:33][CH2:34][CH3:35])[CH:5]=1.[Li]CCCC>C1COCC1>[CH2:11]([O:10][C:7]1[CH:8]=[CH:9][C:4]([C:3]#[CH:2])=[CH:5][C:6]=1[O:23][CH2:24][CH2:25][CH2:26][CH2:27][CH2:28][CH2:29][CH2:30][CH2:31][CH2:32][CH2:33][CH2:34][CH3:35])[CH2:12][CH2:13][CH2:14][CH2:15][CH2:16][CH2:17][CH2:18][CH2:19][CH2:20][CH2:21][CH3:22]. Procedure: 4-(2,2-Dibromo-vinyl)-1,2-bis-dodecyloxy-benzene (JYC-II-003-A) (9.0 g, 14.3 mmol) in 150 mL of dry THF was cooled down to −78° C. under Ar atmosphere. nBuLi (11.4 mL of 2.5 M solution in hexanes, 28.5 mmol) was added dropwise to the mixture and the resulting mixture was stirred at −78° C. for 1 h. The reaction mixture was allowed to warm up to room temperature and stirred at room temperature for additional 2 h. The reaction was quenched with a saturated NH4Cl aqueous solution and extracted with... Reactants: CN(C1=CC=C(C(=O)O)C=C1)C (4-dimethylaminobenzoic acid), C1CCC(CC1)N=C=NC2CCCCC2 (DCC), CS(=O)(=O)OC1=C(C=C(C=C1)C(N)=N)C(C1=CC=CC=C1)=O (4-amidino-2-benzoylphenol methanesulfonate). Run in N1=CC=CC=C1 (pyridine). Run at time 30 minute. The product is CS(=O)(=O)O.CN(C1=CC=C(C(=O)OC2=C(C=C(C=C2)C(N)=N)C(C2=CC=CC=C2)=O)C=C1)C (4-amidino-2-benzoylphenyl 4-dimethylaminobenzoate methanesulfonate). Isolated yield 24.8%. Reaction SMILES: [CH3:1][N:2]([CH3:12])[C:3]1[CH:11]=[CH:10][C:6]([C:7]([OH:9])=[O:8])=[CH:5][CH:4]=1.C1CCC(N=C=NC2CCCCC2)CC1.[CH3:28][S:29]([O:32][C:33]1[CH:38]=[CH:37][C:36]([C:39](=[NH:41])[NH2:40])=[CH:35][C:34]=1[C:42](=[O:49])[C:43]1[CH:48]=[CH:47][CH:46]=[CH:45][CH:44]=1)(=[O:31])=[O:30]>N1C=CC=CC=1>[CH3:28][S:29]([OH:32])(=[O:31])=[O:30].[CH3:1][N:2]([CH3:12])[C:3]1[CH:11]=[CH:10][C:6]([C:7]([O:9][C:33]2[CH:38]=[CH:37][C:36]([C:39](=[NH:40])[NH2:41])=[CH:35][C:34]=2[C:42](=[O:49])[C:43]2[CH:48]=[CH:47][CH:46]=[CH:45][CH:44]=2)=[O:8])=[CH:5][CH:4]=1 |f:4.5|. Procedure details: In 50 ml of dried pyridine, was dissolved 1.65 g of 4-dimethylaminobenzoic acid followed by the addition of 3.1 g of DCC. After 30 minutes of stirring, 3.36 g of 4-amidino-2-benzoylphenol methanesulfonate was added to the mixture and the mixture was further stirred overnight. The reaction mixture was removed of the insolubles by filtration and recrystallized from ethanol to yield 1.2 g of 4-amidino-2-benzoylphenyl 4-dimethylaminobenzoate methanesulfonate. The reactants are O[C@@H](C(=O)NC1=CC=C(C=C1)C1=NOC(N1)=O)[C@@H]1C(N(CCO1)C1=CC=C(C=C1)I)=O ((2R)-2-hydroxy-2-[(2R)-4-(4-iodophenyl)-3-oxomorpholin-2-yl]-N-[4-(5-oxo-4H-1,2,4-oxadiazol-3-yl)phenyl]acetamide), CC(C)(C)[Si](OCCC1=C(C=CC=C1)B(O)O)(C)C ([2-[2-[[(1,1-dimethylethyl)dimethylsilyl]oxy]ethyl]phenyl]boronic acid), S1C(=CC=C1)B(O)O (2-thiopheneboronic acid). Product: O[C@@H](C(=O)NC1=CC=C(C=C1)C1=NOC(N1)=O)[C@@H]1C(N(CCO1)C1=CC=C(C=C1)C1=C(C=CC=C1)CCO)=O ((2R)-2-hydroxy-2-[(2R)-4-[4-[2-(2-hydroxyethyl)phenyl]phenyl]-3-oxomorpholin-2-yl]-N-[4-(5-oxo-4H-1,2,4-oxadiazol-3-yl)phenyl]acetamide). Yield: 33.7%. Reaction SMILES: [OH:1][C@H:2]([C@H:18]1[O:23][CH2:22][CH2:21][N:20]([C:24]2[CH:29]=[CH:28][C:27](I)=[CH:26][CH:25]=2)[C:19]1=[O:31])[C:3]([NH:5][C:6]1[CH:11]=[CH:10][C:9]([C:12]2[NH:16][C:15](=[O:17])[O:14][N:13]=2)=[CH:8][CH:7]=1)=[O:4].CC([Si](C)(C)[O:37][CH2:38][CH2:39][C:40]1[CH:45]=[CH:44][CH:43]=[CH:42][C:41]=1B(O)O)(C)C.S1C=CC=C1B(O)O>>[OH:1][C@H:2]([C@H:18]1[O:23][CH2:22][CH2:21][N:20]([C:24]2[CH:29]=[CH:28][C:27]([C:41]3[CH:42]=[CH:43][CH:44]=[CH:45][C:40]=3[CH2:39][CH2:38][OH:37])=[CH:26][CH:25]=2)[C:19]1=[O:31])[C:3]([NH:5][C:6]1[CH:11]=[CH:10][C:9]([C:12]2[NH:16][C:15](=[O:17])[O:14][N:13]=2)=[CH:8][CH:7]=1)=[O:4]. Reported procedure: According to the Step 22-1 in synthetic method for EXAMPLE 22, compound 106-2 (30 mg) and [2-[2-[[(1,1-dimethylethyl)dimethylsilyl]oxy]ethyl]phenyl]boronic acid (31.4 mg) were used instead of 14-4 and 2-thiopheneboronic acid to obtain compound 106-3 (10 mg) as a colorless amorphous solid. Reactants: ClC=1N=C(NC1CC)C(=O)NC1=CC=C(C=C1)C=1OC=C(N1)C(=O)OC (Methyl 2-(4-{[(4-chloro-5-ethyl-1H-imidazol-2-yl)carbonyl]amino}phenyl)-1,3-oxazole-4-carboxylate), [OH-].[Li+] (lithium hydroxide), CO (methanol). Run in O1CCCC1 (tetrahydrofuran). Product: ClC=1N=C(NC1CC)C(=O)NC1=CC=C(C=C1)C=1OC=C(N1)C(=O)O (2-(4-{[(4-Chloro-5-ethyl-1H-imidazol-2-yl)carbonyl]amino}phenyl)-1,3-oxazole-4-carboxylic acid). The yield is 48.5%. RXN SMILES: [Cl:1][C:2]1[N:3]=[C:4]([C:9]([NH:11][C:12]2[CH:17]=[CH:16][C:15]([C:18]3[O:19][CH:20]=[C:21]([C:23]([O:25]C)=[O:24])[N:22]=3)=[CH:14][CH:13]=2)=[O:10])[NH:5][C:6]=1[CH2:7][CH3:8].[OH-].[Li+].CO>O1CCCC1>[Cl:1][C:2]1[N:3]=[C:4]([C:9]([NH:11][C:12]2[CH:17]=[CH:16][C:15]([C:18]3[O:19][CH:20]=[C:21]([C:23]([OH:25])=[O:24])[N:22]=3)=[CH:14][CH:13]=2)=[O:10])[NH:5][C:6]=1[CH2:7][CH3:8] |f:1.2|. Reported procedure: The same operation as in Example (91d) was performed using methyl 2-(4-{[(4-chloro-5-ethyl-1H-imidazol-2-yl)carbonyl]amino}phenyl)-1,3-oxazole-4-carboxylate obtained in Example (96c) (0.12 g, 0.32 mmol), 2 N lithium hydroxide (2 mL, 4 mmol), methanol (3 mL) and tetrahydrofuran (5 mL), to obtain 56 mg of the title compound as a light brown solid (48%). Starting materials: COC(C1=NC=2NCCCC2C=C1CO)OC ((2-(dimethoxymethyl)-5,6,7,8-tetrahydro-1,8-naphthyridin-3-yl)methanol), COC(C1=NC=2NCCCC2C=C1CO)OC ((2-(dimethoxymethyl)-5,6,7,8-tetrahydro-1,8-naphthyridin-3-yl)methanol), CCN(C(C)C)C(C)C (DIPEA), C(C)(C)(C)[Si](C)(C)Cl (tert-butylchlorodimethylsilane), C(=O)(O)[O-].[Na+] (NaHCO3). Reagents/catalysts: CN(C)C=1C=CN=CC1 (DMAP). Solvent: C(Cl)Cl (DCM), CN(C)C=O (DMF). Run at time 1 hour. Product: [Si](C)(C)(C(C)(C)C)OCC=1C=C2CCCNC2=NC1C(OC)OC (6-(((tert-butyldimethylsilyl)oxy)methyl)-7-(dimethoxymethyl)-1,2,3,4-tetrahydro-1,8-naphthyridine). Reaction SMILES: [CH3:1][O:2][CH:3]([O:16][CH3:17])[C:4]1[C:13]([CH2:14][OH:15])=[CH:12][C:11]2[CH2:10][CH2:9][CH2:8][NH:7][C:6]=2[N:5]=1.CCN(C(C)C)C(C)C.[C:27]([Si:31](Cl)([CH3:33])[CH3:32])([CH3:30])([CH3:29])[CH3:28].C([O-])(O)=O.[Na+]>C(Cl)Cl.CN(C=O)C.CN(C1C=CN=CC=1)C>[Si:31]([O:15][CH2:14][C:13]1[CH:12]=[C:11]2[C:6](=[N:5][C:4]=1[CH:3]([O:2][CH3:1])[O:16][CH3:17])[NH:7][CH2:8][CH2:9][CH2:10]2)([C:27]([CH3:30])([CH3:29])[CH3:28])([CH3:33])[CH3:32] |f:3.4|. Procedure: To a solution of (2-(dimethoxymethyl)-5,6,7,8-tetrahydro-1,8-naphthyridin-3-yl)methanol (intermediate 40, 6.5 g, 27.3 mmol) in DCM (100 ml) and DMF (25 ml) at 0° C. were added DIPEA (7.15 ml, 40.9 mmol), tert-butylchlorodimethylsilane (4.93 g, 32.7 mmol) and DMAP (0.067 g, 0.546 mmol). The reaction mixture was then stirred for 1 h at room temperature, then poured into sat. aq. NaHCO3 and extracted twice with DCM. The combined organic phases were dried over Na2SO4, filtered and evaporated. The cr...